This data is from the Open Reaction Database (ORD), a public repository of structured organic reaction records. The task is: describe an organic reaction: reactants, conditions, products, and yield The reactants are C1(=CC=CC=C1)C=1C=2CCNCC2C2=C(C1)C(C(N2)=O)=O (5-phenyl-6,7,8,9-tetrahydro-1H-pyrrolo[3,2-h]-isoquinoline-2,3-dione), COC(CBr)=O (methylbromoacetat), C([O-])([O-])=O.[K+].[K+] (potassium carbonate). Run in CO (methanol). Reaction conditions: time 24 hour. Yields the product COC(=O)CN1CC=2C3=C(C=C(C2CC1)C1=CC=CC=C1)C(C(N3)=O)=O (8-methoxycarbonylmethyl-5-phenyl-6,7,8,9-tetrahydro-1H-pyrrolo-[3,2-h]-isoquinoline-2,3-dione). As a reaction SMILES: [C:1]1([C:7]2[C:8]3[CH2:9][CH2:10][NH:11][CH2:12][C:13]=3[C:14]3[NH:19][C:18](=[O:20])[C:17](=[O:21])[C:15]=3[CH:16]=2)[CH:6]=[CH:5][CH:4]=[CH:3][CH:2]=1.[CH3:22][O:23][C:24](=[O:27])[CH2:25]Br.C(=O)([O-])[O-].[K+].[K+]>CO>[CH3:22][O:23][C:24]([CH2:25][N:11]1[CH2:10][CH2:9][C:8]2[C:7]([C:1]3[CH:2]=[CH:3][CH:4]=[CH:5][CH:6]=3)=[CH:16][C:15]3[C:17](=[O:21])[C:18](=[O:20])[NH:19][C:14]=3[C:13]=2[CH2:12]1)=[O:27] |f:2.3.4|. Procedure: A suspension of 5-phenyl-6,7,8,9-tetrahydro-1H-pyrrolo[3,2-h]-isoquinoline-2,3-dione (0.278 g), methylbromoacetat (107.35 μl) and potassium carbonate (0.138 g) in methanol (20 ml) was stirred at room temperature for 24 hours. The suspension was partly evaporated and water (20 ml) was added. This afforded a solid precipitate which was collected by filtration. Reactants: CO (methanol), O (water), NC1=CC=C(C=C1)NC1=CC(=C(C=N1)CC(=O)N)NCC1=CC(=CC(=C1)F)F (6-[(4-aminophenyl)amino]-4-[(3,5-difluorobenzyl)amino]pyridine-3-carboxyamide), compound, BrCCOC (2-bromoethyl methylether). The solvent is CN(C=O)C (N,N-dimethylformamide). The product is FC=1C=C(CNC2=C(C=NC(=C2)NC2=CC=C(C=C2)NCCOC)CC(=O)N)C=C(C1)F (4-[(3,5-difluorobenzyl)amino]-6-({4-[(2-methoxyethyl)amino]phenyl}amino)pyridine-3-carboxyamide). The yield is 30.5%. Reaction SMILES: [NH2:1][C:2]1[CH:7]=[CH:6][C:5]([NH:8][C:9]2[N:14]=[CH:13][C:12]([CH2:15][C:16]([NH2:18])=[O:17])=[C:11]([NH:19][CH2:20][C:21]3[CH:26]=[C:25]([F:27])[CH:24]=[C:23]([F:28])[CH:22]=3)[CH:10]=2)=[CH:4][CH:3]=1.Br[CH2:30][CH2:31][O:32][CH3:33].O.CO>CN(C)C=O>[F:27][C:25]1[CH:26]=[C:21]([CH:22]=[C:23]([F:28])[CH:24]=1)[CH2:20][NH:19][C:11]1[CH:10]=[C:9]([NH:8][C:5]2[CH:4]=[CH:3][C:2]([NH:1][CH2:30][CH2:31][O:32][CH3:33])=[CH:7][CH:6]=2)[N:14]=[CH:13][C:12]=1[CH2:15][C:16]([NH2:18])=[O:17]. Procedure details: 37 mg of 6-[(4-aminophenyl)amino]-4-[(3,5-difluorobenzyl)amino]pyridine-3-carboxyamide (the compound of Example 67) and 14 mg of 2-bromoethyl methylether were dissolved in 0.3 mL of N,N-dimethylformamide, and stirred using a microwave reaction apparatus under an argon atmosphere at 120° C. for 20 minutes. After cooling, water was added to the reaction mixture, extracted with ethyl acetate, the extract was washed with saturated saline, and dried on anhydrous sodium sulfate. The solvent was evapor... Reactants: CCO, Cc1cn2c(Cl)cccc2n1, Cl, [H-], NCCS, [Na+]. Product: Cc1cn2c(SCCN)cccc2n1. As a reaction SMILES: [CH3:19][CH2:20][OH:21].[Cl:8][c:9]1[cH:10][cH:11][cH:12][c:13]2[n:14]1[cH:15][c:16]([CH3:18])[n:17]2.[ClH:1].[H-:6].[NH2:2][CH2:3][CH2:4][SH:5].[Na+:7]>>[NH2:2][CH2:3][CH2:4][S:5][c:9]1[cH:10][cH:11][cH:12][c:13]2[n:14]1[cH:15][c:16]([CH3:18])[n:17]2. Starting materials: CC(=O)OCCBr, CN(C)C=O, [H-], [Na+], O, CCOC(=O)C=Cc1ccc(O)cc1. The product is CCOC(=O)C=Cc1ccc(OCCOC(C)=O)cc1. RXN SMILES: [C:17]([CH3:18])(=[O:19])[O:20][CH2:21][CH2:22][Br:23].[CH3:25][N:26]([CH3:27])[CH:28]=[O:29].[H-:1].[Na+:2].[OH2:24].[OH:3][c:4]1[cH:5][cH:6][c:7]([CH:8]=[CH:9][C:10](=[O:11])[O:12][CH2:13][CH3:14])[cH:15][cH:16]1>>[O:3]([c:4]1[cH:5][cH:6][c:7]([CH:8]=[CH:9][C:10](=[O:11])[O:12][CH2:13][CH3:14])[cH:15][cH:16]1)[CH2:22][CH2:21][O:20][C:17]([CH3:18])=[O:19]. The reactants are C[Mg]Br (methyl magnesium bromide), C(CCC)C=1N(C(=C(N1)Cl)C(C)=O)CC1=CC=C(C=C1)C1=C(C=CC=C1)C1=NN=NN1C(C1=CC=CC=C1)(C1=CC=CC=C1)C1=CC=CC=C1 ([2-Butyl-4-chloro-1-[[2'-[1-(triphenylmethyl)-1H-tetrazol-5yl][1,1'-biphenyl]-4-yl]methyl]-1H-imidazol-5-yl]-ethanone), C[Mg]Br (methyl magnesium bromide), C[Mg]Br (methylmagnesium bromide). The solvent is O1CCCC1 (tetrahydrofuran). Run at time 2 hour. Yields the product C(CCC)C=1N(C(=C(N1)Cl)C(O)(C)C)CC1=CC=C(C=C1)C1=C(C=CC=C1)C1=NN=NN1C(C1=CC=CC=C1)(C1=CC=CC=C1)C1=CC=CC=C1 (2-Butyl-4-chloro-alpha,alpha-dimethyl-1-[[2'-[1-(triphenylmethyl)-1H-tetrazol-5-yl][1,1'-biphenyl]-4-yl]methyl]-1H-imidazole-5-methanol). RXN SMILES: [CH2:1]([C:5]1[N:6]([CH2:14][C:15]2[CH:20]=[CH:19][C:18]([C:21]3[CH:26]=[CH:25][CH:24]=[CH:23][C:22]=3[C:27]3[N:31]([C:32]([C:45]4[CH:50]=[CH:49][CH:48]=[CH:47][CH:46]=4)([C:39]4[CH:44]=[CH:43][CH:42]=[CH:41][CH:40]=4)[C:33]4[CH:38]=[CH:37][CH:36]=[CH:35][CH:34]=4)[N:30]=[N:29][N:28]=3)=[CH:17][CH:16]=2)[C:7]([C:11](=[O:13])[CH3:12])=[C:8]([Cl:10])[N:9]=1)[CH2:2][CH2:3][CH3:4].[CH3:51][Mg]Br>O1CCCC1>[CH2:1]([C:5]1[N:6]([CH2:14][C:15]2[CH:16]=[CH:17][C:18]([C:21]3[CH:26]=[CH:25][CH:24]=[CH:23][C:22]=3[C:27]3[N:31]([C:32]([C:39]4[CH:40]=[CH:41][CH:42]=[CH:43][CH:44]=4)([C:33]4[CH:34]=[CH:35][CH:36]=[CH:37][CH:38]=4)[C:45]4[CH:46]=[CH:47][CH:48]=[CH:49][CH:50]=4)[N:30]=[N:29][N:28]=3)=[CH:19][CH:20]=2)[C:7]([C:11]([CH3:51])([CH3:12])[OH:13])=[C:8]([Cl:10])[N:9]=1)[CH2:2][CH2:3][CH3:4]. Procedure details: To a stirred solution of 0.444 g of the product of Example 4 in 10 ml of tetrahydrofuran, cooled to 0° C. is slowly added 0.656 ml of 3.0 M methylmagnesium bromide. The cooling bath is removed after 0.5 hour and reaction mixture allowed to warm to room temperature and stir for 2 hours. An additional 1.2 ml of 3.0 M methyl magnesium bromide is added and the reaction mixture stirred at room temperature for 0.5 hour. An additional 1.0 ml of 3.0 M methyl magnesium bromide is added an the reaction mi...